From a dataset of the Open Reaction Database (ORD), a public repository of structured organic reaction records. describe an organic reaction: reactants, conditions, products, and yield Reactants: [Al+3], ClC(Cl)(Cl)Cl, CCCCCC(=O)Cl, C#C, [Cl-], [Cl-], [Cl-]. The product is CCCCCC(=O)C=CCl. Reaction SMILES: [Al+3:2].[C:15]([Cl:16])([Cl:17])([Cl:18])[Cl:19].[C:7]([CH2:8][CH2:9][CH2:10][CH2:11][CH3:12])(=[O:13])[Cl:14].[CH:5]#[CH:6].[Cl-:1].[Cl-:3].[Cl-:4]>>[Cl:1][CH:5]=[CH:6][C:7]([CH2:8][CH2:9][CH2:10][CH2:11][CH3:12])=[O:13]. Procedure details: 8.8 g of trimethyl phosphite are added to 20.0 g of 3-bromo-2-hydroxy-5-methoxy-benzyl bromide and, with stirring, the mixture is heated for 3 hours at 140° (complete conversion according to TLC). The resulting oil is filtered with toluene/ethyl acetate (4:1) as eluant over a small amount of silica gel. [(3-Bromo-2-hydroxy-5-methoxy-phenyl)methyl]phosphonic acid dimethyl ester is thus obtained [1H-NMR (360 MHz, CDCl3): 3.20 (d, 2H, CH2P, 2JP-H =21 Hz), 3.70 (s, 3H, OCH3), 3.74 (d, 6H, 2×OCH33JP-... Product: COP(OC)(=O)CC1=C(C(=CC(=C1)OC)Br)O ([(3-Bromo-2-hydroxy-5-methoxy-phenyl)methyl]phosphonic acid dimethyl ester). The reactants are P(OC)(OC)OC (trimethyl phosphite), BrC=1C(=C(CBr)C=C(C1)OC)O (3-bromo-2-hydroxy-5-methoxy-benzyl bromide). As a reaction SMILES: [P:1]([O:6][CH3:7])([O:4][CH3:5])[O:2]C.[Br:8][C:9]1[C:10]([OH:19])=[C:11]([CH:14]=[C:15]([O:17][CH3:18])[CH:16]=1)[CH2:12]Br>>[CH3:5][O:4][P:1]([CH2:12][C:11]1[CH:14]=[C:15]([O:17][CH3:18])[CH:16]=[C:9]([Br:8])[C:10]=1[OH:19])(=[O:2])[O:6][CH3:7].